This data is from the Open Reaction Database (ORD), a public repository of structured organic reaction records. The task is: describe an organic reaction: reactants, conditions, products, and yield Starting materials: NC=1C(=NC(=CN1)C1=CC=C(C=C1)S(=O)(=O)C(C)C)C1=NN=C(O1)NC(=O)[C@H]1N[C@H]2CC[C@@H]1C2 ((1R,4S,6S)—N-[5-[3-amino-6-(4-isopropylsulfonylphenyl)pyrazin-2-yl]-1,3,4-oxadiazol-2-yl]-5-azabicyclo[2.2.1]heptane-6-carboxamide), NC=1C(=NC(=CN1)C1=CC=C(C=C1)S(=O)(=O)C(C)C)C1=NN=C(O1)NC(=O)[C@H]1NCCC1 ((25)-N-[5-[3-amino-6-(4-isopropylsulfonylphenyl)pyrazin-2-yl]-1,3,4-oxadiazol-2-yl]pyrrolidine-2-carboxamide). The product is NC=1C(=NC(=CN1)C1=CC=C(C=C1)S(=O)(=O)C(C)C)C1=NN=C(O1)NC(=O)[C@H]1NCCCC1 ((2S)—N-[5-[3-amino-6-(4-isopropylsulfonylphenyl)pyrazin-2-yl]-1,3,4-oxadiazol-2-yl]piperidine-2-carboxamide). As a reaction SMILES: [NH2:1][C:2]1[C:3]([C:20]2[O:24][C:23]([NH:25][C:26]([C@@H:28]3[C@H:33]4C[C@H:30]([CH2:31][CH2:32]4)[NH:29]3)=[O:27])=[N:22][N:21]=2)=[N:4][C:5]([C:8]2[CH:13]=[CH:12][C:11]([S:14]([CH:17]([CH3:19])[CH3:18])(=[O:16])=[O:15])=[CH:10][CH:9]=2)=[CH:6][N:7]=1.NC1C(C2OC(NC([C@@H]3CCCN3)=O)=NN=2)=NC(C2C=CC(S(C(C)C)(=O)=O)=CC=2)=CN=1>>[NH2:1][C:2]1[C:3]([C:20]2[O:24][C:23]([NH:25][C:26]([C@@H:28]3[CH2:33][CH2:32][CH2:31][CH2:30][NH:29]3)=[O:27])=[N:22][N:21]=2)=[N:4][C:5]([C:8]2[CH:13]=[CH:12][C:11]([S:14]([CH:17]([CH3:18])[CH3:19])(=[O:15])=[O:16])=[CH:10][CH:9]=2)=[CH:6][N:7]=1. Procedure details: Compound IA-160 (1R,4S,6S)—N-[5-[3-amino-6-(4-isopropylsulfonylphenyl)pyrazin-2-yl]-1,3,4-oxadiazol-2-yl]-5-azabicyclo[2.2.1]heptane-6-carboxamide 1H NMR (400.0 MHz, DMSO) d 1.18 (d, 6H), 1.34-1.45 (m, 2H), 1.55-1.76 (m, 4H), 2.68 (br d, 1H), 3.44-3.52 (m, 1H), 3.64 (s, 0.6H), 3.76 (s, 0.4H), 4.25 (s, 0.6H), 4.33 (s, 0.4H), 7.88 (d, 1.2H), 7.90 (br s, 2H), 7.92 (d, 0.8H), 8.31 (d, 0.8H), 8.53 (d, 1.2H), 9.00 (d, 1H), 10.43 (s, 0.4H) and 10.86 (s, 0.6H) ppm; MS (ES+) 484.3 Compound IA-217 (25)-N-... Procedure details: A mixture of 7g of 4-(N-p-toluenesulfonyl)amino-3-methyl-N-ethylaniline, 4g of β-methanesulfonamidoethyl chloride, 2.1g of sodium hydrogen carbonate, 16g of water and 30ml of methanol were refluxed for 5 hours, and then 16g of sulfuric acid were added thereto and the entire reaction system was again refluxed. Next, the reaction solution was condensed to half the original volume and 300ml of isopropyl alcohol were added thereto to separate crystals. The crystals were filtered out and dried to obt... Reaction SMILES: C1(C)C=CC(S([NH:10][C:11]2[CH:19]=[CH:18][C:14]([NH:15][CH2:16][CH3:17])=[CH:13][C:12]=2[CH3:20])(=O)=O)=CC=1.[CH3:22][S:23]([NH:26][CH2:27][CH2:28]Cl)(=[O:25])=[O:24].C(=O)([O-])O.[Na+].S(=O)(=O)(O)O>C(O)(C)C.CO.O>[NH2:10][C:11]1[CH:19]=[CH:18][C:14]([N:15]([CH2:28][CH2:27][NH:26][S:23]([CH3:22])(=[O:25])=[O:24])[CH2:16][CH3:17])=[CH:13][C:12]=1[CH3:20] |f:2.3|. The product is NC1=C(C=C(N(CC)CCNS(=O)(=O)C)C=C1)C (4-amino-3-methyl-N-(β-methanesulfonamidoethyl)-N-ethylaniline). Solvent: CO (methanol), O (water), C(C)(C)O (isopropyl alcohol). Starting materials: 16g, S(O)(O)(=O)=O (sulfuric acid), 7g, C1(=CC=C(C=C1)S(=O)(=O)NC1=C(C=C(NCC)C=C1)C)C (4-(N-p-toluenesulfonyl)amino-3-methyl-N-ethylaniline), 4g, CS(=O)(=O)NCCCl (β-methanesulfonamidoethyl chloride), C(O)([O-])=O.[Na+] (sodium hydrogen carbonate), 16g. The reactants are N (ammonia), FC1=CC=C(C(=O)C2CCN(CC2)CCC2=C(N=C3N(C2=O)C(=CS3)C)C)C=C1 (6-[2-[4-(4-fluorobenzoyl)-1-piperidinyl]ethyl]-3,7-dimethyl-5H-thiazolo[3,2-a]pyrimidin-5-one), C(OCC)(OCC)OCC (1,1',1"-[methylidynetris(oxy)]trisethane), CC1=CC=C(C=C1)S(=O)(=O)O (4-methylbenzenesulfonic acid). Solvent: C(C)O (ethanol). Product: C(C)OC(C1CCN(CC1)CCC1=C(N=C2N(C1=O)C(=CS2)C)C)(C2=CC=C(C=C2)F)OCC (6-[2-[4 -[diethoxy(4-fluorophenyl)methyl]-1-piperidinyl]ethyl]-3,7-dimethyl-5H-thiazolo[3,2-a]pyrimidin-5-one). As a reaction SMILES: [F:1][C:2]1[CH:29]=[CH:28][C:5]([C:6]([CH:8]2[CH2:13][CH2:12][N:11]([CH2:14][CH2:15][C:16]3[C:21](=[O:22])[N:20]4[C:23]([CH3:26])=[CH:24][S:25][C:19]4=[N:18][C:17]=3[CH3:27])[CH2:10][CH2:9]2)=[O:7])=[CH:4][CH:3]=1.C(OCC)(OCC)[O:31][CH2:32][CH3:33].[CH3:40][C:41]1C=CC(S(O)(=O)=O)=CC=1.N>C(O)C>[CH2:40]([O:7][C:6]([O:31][CH2:32][CH3:33])([C:5]1[CH:4]=[CH:3][C:2]([F:1])=[CH:29][CH:28]=1)[CH:8]1[CH2:13][CH2:12][N:11]([CH2:14][CH2:15][C:16]2[C:21](=[O:22])[N:20]3[C:23]([CH3:26])=[CH:24][S:25][C:19]3=[N:18][C:17]=2[CH3:27])[CH2:10][CH2:9]1)[CH3:41]. Procedure: A mixture of 8.3 parts of 6-[2-[4-(4-fluorobenzoyl)-1-piperidinyl]ethyl]-3,7-dimethyl-5H-thiazolo[3,2-a]pyrimidin-5-one, 10 parts of 1,1',1"-[methylidynetris(oxy)]trisethane, 4 parts of 4-methylbenzenesulfonic acid and 80 parts of ethanol was stirred and refluxed for 72 hours. After cooling, gaseous ammonia was introduced. The formed precipitate was filtered off and the filtrate was evaporated. The residue was purified by column-chromatography over silica gel using a mixture of trichloromethane ... The reactants are CN(C)C=O, CC(CCOS(C)(=O)=O)=C(F)F, Cc1nc(-c2ccccc2)ncc1C(=O)O, [Na+], O, O=C([O-])O. Yields the product CC(CCOC(=O)c1cnc(-c2ccccc2)nc1C)=C(F)F. Reaction SMILES: [CH3:1][N:2]([CH3:3])[CH:4]=[O:5].[CH3:22][S:23]([O:24][CH2:27][CH2:28][C:29](=[C:30]([F:31])[F:32])[CH3:33])(=[O:25])=[O:26].[CH3:6][c:7]1[n:8][c:9](-[c:16]2[cH:17][cH:18][cH:19][cH:20][cH:21]2)[n:10][cH:11][c:12]1[C:13](=[O:14])[OH:15].[Na+:34].[OH2:39].[OH:35][C:36](=[O:37])[O-:38]>>[CH3:6][c:7]1[n:8][c:9](-[c:16]2[cH:17][cH:18][cH:19][cH:20][cH:21]2)[n:10][cH:11][c:12]1[C:13](=[O:14])[O:15][CH2:27][CH2:28][C:29](=[C:30]([F:31])[F:32])[CH3:33]. Reaction conditions: temperature 170 celsius, time 23 hour. The yield is 51.0%. As a reaction SMILES: [Cl:1][C:2]1[CH:3]=[C:4]([CH:6]=[CH:7][CH:8]=1)[NH2:5].CN(C)C1CCCCC1.O=P12OP3(OP(OP(O3)(O1)=O)(=O)O2)=O.[NH:32]1[C:40](=O)[C:39]2[NH:38][N:37]=[N:36][C:35]=2[N:34]=[CH:33]1.[OH-].[Na+]>>[ClH:1].[Cl:1][C:2]1[CH:3]=[C:4]([NH:5][C:40]2[C:39]3[NH:38][N:37]=[N:36][C:35]=3[N:34]=[CH:33][N:32]=2)[CH:6]=[CH:7][CH:8]=1 |f:4.5,6.7|. Reactants: ClC=1C=C(N)C=CC1 (3-chloroaniline), CN(C1CCCCC1)C (dimethylcyclohexylamine), O=P12OP3(=O)OP(=O)(O1)OP(=O)(O2)O3 (phosphorus pentoxide), N1C=NC=2N=NNC2C1=O (8-azahypoxanthine), [OH-].[Na+] (NaOH). Procedure: To 3-chloroaniline (0.39 ml, 3.6 mmol) in dry dimethylcyclohexylamine (0.55 ml, 3.6 mmol) was added phosphorus pentoxide (0.52 g, 3.6 mmol). After heating in a 170° C. oil bath for 0.5 hours, 8-azahypoxanthine (0.50 g, 3.6 mmol) was added and stirring continued at 170° C. for 23 hours. The mixture was cooled to ambient temperature and 2M NaOH was added until basic. The solids were filtered off and washed consecutively with H2O, CH2Cl2 and methanol. The resulting solid was dried in vacuo to affor... Product: Cl.ClC=1C=C(C=CC1)NC=1C2=C(N=CN1)N=NN2 ((3-Chloro-phenyl)-(1H-[1,2,3]triazolo[4,5-d]pyrimidin-7-yl)-amine Hydrochloride). The reactants are C(C)(=O)OC(C)=O (Acetic anhydride), OC1C2CC=C(CC2CC1)OC (7-hydroxy-3-methoxybicyclo[4,3,0]non-3-ene). The solvent is N1=CC=CC=C1 (pyridine). Reaction conditions: time 60 hour. The product is C(C)(=O)OC1C2CC=C(CC2CC1)OC (7-acetoxy-3-methoxybicyclo[4,3,0]non-3-ene). Isolated yield 91.7%. RXN SMILES: [C:1]([O:4][C:5](=[O:7])[CH3:6])(=O)[CH3:2].O[CH:9]1CC[CH:15]2[CH:10]1[CH2:11][CH:12]=[C:13]([O:18][CH3:19])[CH2:14]2>N1C=CC=CC=1>[C:5]([O:4][CH:1]1[CH2:9][CH2:10][CH:15]2[CH:2]1[CH2:11][CH:12]=[C:13]([O:18][CH3:19])[CH2:14]2)(=[O:7])[CH3:6]. Procedure: Acetic anhydride (62.3 g) was added to a solution of 7-hydroxy-3-methoxybicyclo[4,3,0]non-3-ene (51.4 g; prepared as described in Reference Example 2) in pyridine (166 ml), and the mixture was left to stand at the ambient temperature for 60 hours. Concentration under reduced pressure gave 7-acetoxy-3-methoxybicyclo[4,3,0]non-3-ene (58.9 g).